describe an organic reaction: reactants, conditions, products, and yield From a dataset of the Open Reaction Database (ORD), a public repository of structured organic reaction records. Reactants: O[C@]1(C(CN2CCNCC2)=O)CC[C@H]2[C@@H]3CCC4=CC(CC[C@]4(C)C3=CC[C@]12C)=O (17α-Hydroxy-21-(1-piperazinyl)pregna-4,9(11)-diene-3,20-dione), ClC=1C=C(C=CC1)N=C=O (m-chlorophenyliso-cyanate), O (water). Solvent: CN(C)C=O (DMF). Reaction conditions: time 1 hour. Yields the product O[C@]1(C(CN2CCN(CC2)C(=O)NC2=CC(=CC=C2)Cl)=O)CC[C@H]2[C@@H]3CCC4=CC(CC[C@]4(C)C3=CC[C@]12C)=O (17α-Hydroxy-21-[4-[[(3-chlorophenyl)amino]carbonyl]-1-piperazinyl]pregna-4,9(11)-diene-3,20-dione). Reaction SMILES: [OH:1][C@:2]1([C@:28]2([CH3:29])[C@H:14]([C@H:15]3[C:25](=[CH:26][CH2:27]2)[C@:23]2([CH3:24])[C:18](=[CH:19][C:20](=[O:30])[CH2:21][CH2:22]2)[CH2:17][CH2:16]3)[CH2:13][CH2:12]1)[C:3](=[O:11])[CH2:4][N:5]1[CH2:10][CH2:9][NH:8][CH2:7][CH2:6]1.[Cl:31][C:32]1[CH:33]=[C:34]([N:38]=[C:39]=[O:40])[CH:35]=[CH:36][CH:37]=1.O>CN(C=O)C>[OH:1][C@:2]1([C@:28]2([CH3:29])[C@H:14]([C@H:15]3[C:25](=[CH:26][CH2:27]2)[C@:23]2([CH3:24])[C:18](=[CH:19][C:20](=[O:30])[CH2:21][CH2:22]2)[CH2:17][CH2:16]3)[CH2:13][CH2:12]1)[C:3](=[O:11])[CH2:4][N:5]1[CH2:6][CH2:7][N:8]([C:39]([NH:38][C:34]2[CH:35]=[CH:36][CH:37]=[C:32]([Cl:31])[CH:33]=2)=[O:40])[CH2:9][CH2:10]1. Procedure: 17α-Hydroxy-21-(1-piperazinyl)pregna-4,9(11)-diene-3,20-dione (EXAMPLE 6A, 5.00 g) is treated in DMF (20 ml) with m-chlorophenyliso-cyanate (1.84 g) for 3 days. The mixture is poured into water (200 ml). After 1 hr, the liquid is decanted. The solid is dissolved in methylene chloride and is extracted with aqueous sodium bicarbonate. The phases are separated and the organic phase is dried over sodium sulfate and concentrated. The concentrate is chromatographed on silica gel (3% methanol in methyl... Reactants: [Cl-].[Cl-].[Ca+2] (CaCl2), B(=O)O[O-].[Na+] (sodium perborate), [Cl-].[Cl-].[Ca+2] (CaCl2), O (water). The product is [B-]1(OO[B-](OO1)(O)O)(O)O (perborate), [Ca] (calcium). As a reaction SMILES: [B:1]([O:3][O-:4])=[O:2].[Na+].[Cl-].[Cl-].[Ca+2:8].[OH2:9]>>[B-:1]1([OH:9])([OH:4])[O:2][O:9][B-:1]([OH:2])([OH:3])[O:4][O:3]1.[Ca:8] |f:0.1,2.3.4|. Procedure details: 10 kg batches of sodium perborate were treated in a series of experiments with CaCl2 in a two-stage spray process using in the first stage 1.5 kg of 30% by weight CaCl2 solution and in the second stage 1.5 kg of water, giving a perborate having a calcium content of 1.6% by weight. Reactants: CCCCCCCCc1ccc(-c2ccc(C(=O)O)cc2)cc1, COCC(C)O, Cc1ccccc1, [Cl-], c1ccncc1. The product is CCCCCCCCc1ccc(-c2ccc(C(=O)OC(C)COC)cc2)cc1. Reaction SMILES: [CH2:8]([CH2:9][CH2:10][CH2:11][CH2:12][CH2:13][CH2:14][CH3:15])[c:16]1[cH:17][cH:18][c:19](-[c:22]2[cH:23][cH:24][c:25]([C:26](=[O:27])[OH:28])[cH:29][cH:30]2)[cH:20][cH:21]1.[CH3:1][O:2][CH2:3][CH:4]([CH3:5])[OH:6].[CH3:31][c:32]1[cH:33][cH:34][cH:35][cH:36][cH:37]1.[Cl-:7].[cH:38]1[cH:39][cH:40][n:41][cH:42][cH:43]1>>[CH3:1][O:2][CH2:3][CH:4]([CH3:5])[O:6][C:26]([c:25]1[cH:24][cH:23][c:22](-[c:19]2[cH:18][cH:17][c:16]([CH2:8][CH2:9][CH2:10][CH2:11][CH2:12][CH2:13][CH2:14][CH3:15])[cH:21][cH:20]2)[cH:30][cH:29]1)=[O:27]. RXN SMILES: Cl.[F:2][C:3]1[CH:8]=[CH:7][C:6]([CH:9]2[CH2:18][CH2:17][C:12]3(OCC[O:13]3)[CH2:11][CH2:10]2)=[CH:5][CH:4]=1>CO>[F:2][C:3]1[CH:4]=[CH:5][C:6]([CH:9]2[CH2:10][CH2:11][C:12](=[O:13])[CH2:17][CH2:18]2)=[CH:7][CH:8]=1. Yield: 87.0%. Solvent: CO (methanol), CO (methanol). The product is FC1=CC=C(C=C1)C1CCC(CC1)=O (4-(4-Fluorophenyl)cyclohexanone). Reported procedure: Hydrochloric acid (0.75 ml) was added to a solution 8-(4-fluorophenyl)-1,4-dioxaspiro[4,5]decane (10 mmole) in 66% methanol (100 ml). After stirring for 2 hr the methanol was removed in in vacuo and the residue extracted with methylene chloride. Removal of the methylene chloride in vacuo gave the product as an oil (87%). Reactants: Cl (Hydrochloric acid), FC1=CC=C(C=C1)C1CCC2(OCCO2)CC1 (8-(4-fluorophenyl)-1,4-dioxaspiro[4,5]decane). Reactants: [OH-].[Na+] (sodium hydroxide), COCCO[AlH2-]OCCOC.[Na+] (Vitride), [H-].COCCO[Al+]OCCOC.[Na+].[H-] (sodium bis(2-methoxyethoxy)aluminum hydride), C1C2C1(C(=O)NC2=O)C3=CC=C(C=C3)Cl (1-(p-chlorophenyl)-1,2-cyclopropanedicarboximide). Solvent: O (Water), C1=CC=CC=C1 (benzene). Yields the product Cl.ClC1=CC=C(C=C1)C12CNCC2C1 (1-(p-Chlorophenyl)-3-azabicyclo[3.1.0]hexane hydrochloride). RXN SMILES: COCCO[AlH2-]OCCOC.[Na+].[H-].COCCO[Al+]OCCOC.[Na+].[H-].[CH2:27]1[C:29]2([C:35]3[CH:40]=[CH:39][C:38]([Cl:41])=[CH:37][CH:36]=3)[C:30]([NH:32][C:33](=O)[CH:28]12)=O.[OH-].[Na+]>O.C1C=CC=CC=1>[ClH:41].[Cl:41][C:38]1[CH:37]=[CH:36][C:35]([C:29]23[CH2:27][CH:28]2[CH2:33][NH:32][CH2:30]3)=[CH:40][CH:39]=1 |f:0.1,2.3.4.5,7.8,11.12|. Procedure details: To a stirred solution of 30 ml. of Vitride® [sodium bis(2-methoxyethoxy)aluminum hydride (70% benzene solution)] is added dropwise a solution of 2.2 g. of 1-(p-chlorophenyl)-1,2-cyclopropanedicarboximide in 100 ml. of benzene over a 30 minute period at room temperature under nitrogen atmosphere. The reaction vessel is warmed slightly to maintain solution. The clear yellow solution is then heated to reflux under a nitrogen atmosphere for one hour. The solution is cooled and the excess reagent dec...